This data is from the Open Reaction Database (ORD), a public repository of structured organic reaction records. The task is: describe an organic reaction: reactants, conditions, products, and yield Starting materials: FC(C(=O)O)(F)F.ClC1=C(C=CC(=C1)Cl)C1=CC=2N(C(=N1)NCCN)C=CN2 (N-[7-(2,4-Dichlorophenyl)imidazo[1,2-c]pyrimidin-5-yl]ethane-1,2-diamine trifluoroacetate), BrC=1SC(=CN1)[N+](=O)[O-] (2-bromo-5-nitro-1,3-thiazole), CCN(C(C)C)C(C)C (DIEA). The solvent is CS(=O)C (DMSO). Run at temperature 130 celsius. Yields the product ClC1=C(C=CC(=C1)Cl)C1=CC=2N(C(=N1)NCCNC=1SC(=CN1)[N+](=O)[O-])C=CN2 (N-[7-(2,4-Dichlorophenyl)imidazo[1,2-c]pyrimidin-5-yl]-N′-(5-nitro-1,3-thiazol-2-yl)ethane-1,2-diamine). Reaction SMILES: FC(F)(F)C(O)=O.[Cl:8][C:9]1[CH:14]=[C:13]([Cl:15])[CH:12]=[CH:11][C:10]=1[C:16]1[N:21]=[C:20]([NH:22][CH2:23][CH2:24][NH2:25])[N:19]2[CH:26]=[CH:27][N:28]=[C:18]2[CH:17]=1.Br[C:30]1[S:31][C:32]([N+:35]([O-:37])=[O:36])=[CH:33][N:34]=1.CCN(C(C)C)C(C)C>CS(C)=O>[Cl:8][C:9]1[CH:14]=[C:13]([Cl:15])[CH:12]=[CH:11][C:10]=1[C:16]1[N:21]=[C:20]([NH:22][CH2:23][CH2:24][NH:25][C:30]2[S:31][C:32]([N+:35]([O-:37])=[O:36])=[CH:33][N:34]=2)[N:19]2[CH:26]=[CH:27][N:28]=[C:18]2[CH:17]=1 |f:0.1|. Procedure: 100 mg (0.238 mmol) of the amine (Example 8A) are introduced into 3 ml of DMSO, 76 mg (0.357 mmol) of 2-bromo-5-nitro-1,3-thiazole and 154 mg (1.19 mmol) of DIEA are added, and the mixture is heated in a microwave at 130° C. for 30 min. Purification by preparative HPLC results in 35 mg (33% of theory) of the product as a solid.